This data is from the Open Reaction Database (ORD), a public repository of structured organic reaction records. The task is: describe an organic reaction: reactants, conditions, products, and yield RXN SMILES: [CH2:18]([CH3:19])[O:20][C:21]([CH2:22][Br:23])=[O:24].[CH3:28][N:29]([CH3:30])[CH:31]=[O:32].[CH3:3][n:4]1[n:5][cH:6][c:7](-[c:9]2[cH:10][c:11]3[c:12]([n:13][cH:14]2)[cH:15][cH:16][nH:17]3)[cH:8]1.[Cl:25][CH2:26][Cl:27].[H-:1].[Na+:2]>>[CH3:3][n:4]1[n:5][cH:6][c:7](-[c:9]2[cH:10][c:11]3[c:12]([n:13][cH:14]2)[cH:15][cH:16][n:17]3[CH2:22][C:21]([O:20][CH2:18][CH3:19])=[O:24])[cH:8]1. Yields the product CCOC(=O)Cn1ccc2ncc(-c3cnn(C)c3)cc21. The reactants are CCOC(=O)CBr, CN(C)C=O, Cn1cc(-c2cnc3cc[nH]c3c2)cn1, ClCCl, [H-], [Na+]. RXN SMILES: [CH3:1][O:2][C:3](=[O:39])[NH:4][C@H:5]([C:9]([N:11]1[CH2:15][CH2:14][CH2:13][C@H:12]1[C:16]1[NH:17][CH:18]=[C:19]([C:21]2[CH:26]=[CH:25][C:24]([C:27]3[CH:32]=[C:31]([Cl:33])[C:30]([NH2:34])=[CH:29][C:28]=3[C:35]([F:38])([F:37])[F:36])=[CH:23][CH:22]=2)[N:20]=1)=[O:10])[CH:6]([CH3:8])[CH3:7].[F:40][C:41]1[CH:46]=[CH:45][C:44]([C:47](Cl)=[O:48])=[CH:43][N:42]=1>C(Cl)Cl>[CH3:1][O:2][C:3](=[O:39])[NH:4][C@H:5]([C:9]([N:11]1[CH2:15][CH2:14][CH2:13][C@H:12]1[C:16]1[NH:17][CH:18]=[C:19]([C:21]2[CH:22]=[CH:23][C:24]([C:27]3[CH:32]=[C:31]([Cl:33])[C:30]([NH:34][C:47]([C:44]4[CH:43]=[N:42][C:41]([F:40])=[CH:46][CH:45]=4)=[O:48])=[CH:29][C:28]=3[C:35]([F:37])([F:38])[F:36])=[CH:25][CH:26]=2)[N:20]=1)=[O:10])[CH:6]([CH3:8])[CH3:7]. Reactants: COC(N[C@@H](C(C)C)C(=O)N1[C@@H](CCC1)C=1NC=C(N1)C1=CC=C(C=C1)C1=C(C=C(C(=C1)Cl)N)C(F)(F)F)=O (((S)-1-{(S)-2-[4-(4′-amino-5′-chloro-2′-trifluoromethyl-biphenyl-4-yl)-1H-imidazol-2-yl]-pyrrolidine-1-carbonyl}-2-methyl-propyl)-carbamic acid methyl ester), FC1=NC=C(C=C1)C(=O)Cl (2-fluoropyridine-5-carbonyl chloride). Procedure: To a solution of ((S)-1-{(S)-2-[4-(4′-amino-5′-chloro-2′-trifluoromethyl-biphenyl-4-yl)-1H-imidazol-2-yl]-pyrrolidine-1-carbonyl}-2-methyl-propyl)-carbamic acid methyl ester (50 mg, 0.09 mmol; Preparation 52) dissolved in DCM (0.3 mL) was slowly added a solution of 2-fluoropyridine-5-carbonyl chloride (14 mg, 0.091 mmol) dissolved in DCM (0.3 mL). The reaction mixture was stirred at RT for 5 min and concentrated to produce {(S)-1-[(S)-2-(4-{5′-chloro-4′-[(6-fluoro-pyridine-3-carbonyl)-amino]-2′-... The solvent is C(Cl)Cl (DCM), C(Cl)Cl (DCM). Reaction conditions: time 5 minute. Yields the product COC(N[C@@H](C(C)C)C(=O)N1[C@@H](CCC1)C=1NC=C(N1)C1=CC=C(C=C1)C1=C(C=C(C(=C1)Cl)NC(=O)C=1C=NC(=CC1)F)C(F)(F)F)=O ({(S)-1-[(S)-2-(4-{5′-chloro-4′-[(6-fluoro-pyridine-3-carbonyl)-amino]-2′-trifluoromethyl-biphenyl-4-yl}-1H-imidazol-2-yl)-pyrrolidine-1-carbonyl]-2-methyl-propyl}-carbamic acid methyl ester). Starting materials: O=C1CCC(=O)N1Br, CCCCS(=O)(=O)c1ccc(C(CC2CCCC2)C(=O)O)cc1, ClCCl, Nc1nccs1, c1ccc(P(c2ccccc2)c2ccccc2)cc1, c1ccncc1. Product: CCCCS(=O)(=O)c1ccc(C(CC2CCCC2)C(=O)Nc2nccs2)cc1. As a reaction SMILES: [Br:20][N:21]1[C:22](=[O:23])[CH2:24][CH2:25][C:26]1=[O:27].[CH2:28]([CH2:29][CH2:30][CH3:31])[S:32](=[O:33])(=[O:34])[c:35]1[cH:36][cH:37][c:38]([CH:41]([C:42](=[O:43])[OH:44])[CH2:45][CH:46]2[CH2:47][CH2:48][CH2:49][CH2:50]2)[cH:39][cH:40]1.[CH2:63]([Cl:64])[Cl:65].[NH2:51][c:52]1[s:53][cH:54][cH:55][n:56]1.[c:1]1([P:2]([c:3]2[cH:4][cH:5][cH:6][cH:7][cH:8]2)[c:9]2[cH:10][cH:11][cH:12][cH:13][cH:14]2)[cH:15][cH:16][cH:17][cH:18][cH:19]1.[cH:57]1[cH:58][cH:59][n:60][cH:61][cH:62]1>>[CH2:28]([CH2:29][CH2:30][CH3:31])[S:32](=[O:33])(=[O:34])[c:35]1[cH:36][cH:37][c:38]([CH:41]([C:42](=[O:44])[NH:51][c:52]2[s:53][cH:54][cH:55][n:56]2)[CH2:45][CH:46]2[CH2:47][CH2:48][CH2:49][CH2:50]2)[cH:39][cH:40]1. The reactants are C1CCOC1, Cc1ccccc1, O=C1CCC(c2ccccc2)CC1. The product is C=C1CCC(c2ccccc2)CC1. Reaction SMILES: [CH2:1]1[O:2][CH2:3][CH2:4][CH2:5]1.[CH3:19][c:20]1[cH:21][cH:22][cH:23][cH:24][cH:25]1.[c:6]1([CH:12]2[CH2:13][CH2:14][C:15](=[O:18])[CH2:16][CH2:17]2)[cH:7][cH:8][cH:9][cH:10][cH:11]1>>[CH2:1]=[C:15]1[CH2:14][CH2:13][CH:12]([c:6]2[cH:7][cH:8][cH:9][cH:10][cH:11]2)[CH2:17][CH2:16]1. Reactants: ClCCl, CSC, O=C1CCC(=O)N1Cl, COc1cc(OC)nc(N)n1. Product: COc1cc(OC)nc(N=S(C)C)n1. Reaction SMILES: [CH2:23]([Cl:24])[Cl:25].[CH3:12][S:13][CH3:14].[Cl:15][N:16]1[C:17](=[O:18])[CH2:19][CH2:20][C:21]1=[O:22].[NH2:1][c:2]1[n:3][c:4]([O:10][CH3:11])[cH:5][c:6]([O:8][CH3:9])[n:7]1>>[N:1]([c:2]1[n:3][c:4]([O:10][CH3:11])[cH:5][c:6]([O:8][CH3:9])[n:7]1)=[S:13]([CH3:12])[CH3:14]. Reactants: FC=1C=C(C=CC1N1CCN(CC1)C(CO)=O)N1C(O[C@H](C1)CNC(C)=O)=O ((S)-N-[[3-[3-fluoro-4-[4-(hydroxyacetyl)-1-piperazinyl]phenyl]-2-oxo-5-oxazolidinyl]methyl]acetamide), N1=CC=CC=C1 (pyridine), COCC(=O)Cl (methoxyacetyl chloride). Solvent: C(Cl)Cl (CH2Cl2). Reaction conditions: temperature 0 celsius, time 30 minute. Yields the product COCC(=O)OCC(=O)N1CCN(CC1)C1=C(C=C(C=C1)N1C(OC(C1)CNC(C)=O)=O)F (Methoxyacetic acid, 2-(4-(4-(5-((acetylamino)methyl)-2-oxo3-oxazolidinyl)-2-fluorophenyl)-1-piperazinyl)-2-oxoethyl ester). The yield is 50.6%. RXN SMILES: [F:1][C:2]1[CH:3]=[C:4]([N:18]2[CH2:22][C@H:21]([CH2:23][NH:24][C:25](=[O:27])[CH3:26])[O:20][C:19]2=[O:28])[CH:5]=[CH:6][C:7]=1[N:8]1[CH2:13][CH2:12][N:11]([C:14](=[O:17])[CH2:15][OH:16])[CH2:10][CH2:9]1.N1C=CC=CC=1.[CH3:35][O:36][CH2:37][C:38](Cl)=[O:39]>C(Cl)Cl>[CH3:35][O:36][CH2:37][C:38]([O:16][CH2:15][C:14]([N:11]1[CH2:12][CH2:13][N:8]([C:7]2[CH:6]=[CH:5][C:4]([N:18]3[CH2:22][CH:21]([CH2:23][NH:24][C:25](=[O:27])[CH3:26])[O:20][C:19]3=[O:28])=[CH:3][C:2]=2[F:1])[CH2:9][CH2:10]1)=[O:17])=[O:39]. Reported procedure: The (S)-N-[[3-[3-fluoro-4-[4-(hydroxyacetyl)-1-piperazinyl]phenyl]-2-oxo-5-oxazolidinyl]methyl]acetamide (263 mg, 0.67 mmol) was slurried in dry CH2Cl2 (10 mL) and cooled to 0° C. in an ice bath. The soluton became homogeneous after the addition of the pyridine (0.216 mL, 2.67 mmol). Next, the methoxyacetyl chloride (0.064 mL, 0.69 mmol) was added drop wise. The reaction was stirred at 0° C. for 30 minutes and then the ice bath was removed. After one hour, the reaction was found to be complete b... Starting materials: C(C)OC(CSC1=CN=C(S1)NC(=O)N(C1=CC(=C(C=C1)OC)Cl)CC1CCCCC1)=O ({2-[3-(cyclohexylmethyl)-3-(3-chloro-4-methoxy-phenyl)-ureido]-thiazol-5-ylsulfanyl}-acetic acid ethyl ester), C(C)OC(CSC1=CN=C(S1)N)=O ((2-amino-thiazol-5-ylsulfanyl)acetic acid ethyl ester), C1(CCCC1)CN(C(NC=1SC=C(N1)CC(=O)O)=O)C1=CC=C(C=C1)S(=O)(=O)C ({2-[3-cyclopentylmethyl-3-(4-methanesulfonyl-phenyl)-ureido]-thiazol-4-yl}-acetic acid), CN(C1=CC(=C(C=C1)OC)Cl)CC1CCCCC1 (methyl-cyclohexylmethyl-(3-chloro-4-methoxy-phenyl)-amine). The product is ClC=1C=C(C=CC1OC)N(C(NC=1SC(=CN1)SCC(=O)O)=O)CC1CCCC1 ({2-[3-(3-Chloro-4-methoxy-phenyl)-3-cyclopentylmethyl-ureido]-thiazol-5-ylsulfanyl}-acetic acid). RXN SMILES: C([O:3][C:4](=[O:32])[CH2:5][S:6][C:7]1[S:11][C:10]([NH:12][C:13]([N:15]([CH2:25][CH:26]2[CH2:31][CH2:30][CH2:29][CH2:28]C2)[C:16]2[CH:21]=[CH:20][C:19]([O:22][CH3:23])=[C:18]([Cl:24])[CH:17]=2)=[O:14])=[N:9][CH:8]=1)C.C1(CN(C2C=CC(S(C)(=O)=O)=CC=2)C(=O)NC2SC=C(CC(O)=O)N=2)CCCC1.CN(CC1CCCCC1)C1C=CC(OC)=C(Cl)C=1.C(OC(=O)CSC1SC(N)=NC=1)C>>[Cl:24][C:18]1[CH:17]=[C:16]([N:15]([CH2:25][CH:26]2[CH2:28][CH2:29][CH2:30][CH2:31]2)[C:13](=[O:14])[NH:12][C:10]2[S:11][C:7]([S:6][CH2:5][C:4]([OH:3])=[O:32])=[CH:8][N:9]=2)[CH:21]=[CH:20][C:19]=1[O:22][CH3:23]. Procedure details: The title compound was prepared via {2-[3-(cyclohexylmethyl)-3-(3-chloro-4-methoxy-phenyl)-ureido]-thiazol-5-ylsulfanyl}-acetic acid ethyl ester in a similar manner as described for the synthesis of {2-[3-cyclopentylmethyl-3-(4-methanesulfonyl-phenyl)-ureido]-thiazol-4-yl}-acetic acid, using (methyl-cyclohexylmethyl-(3-chloro-4-methoxy-phenyl)-amine and (2-amino-thiazol-5-ylsulfanyl)acetic acid ethyl ester. Starting materials: O=C1C(C2=C(S1)C=CC=C2)C(=O)OCC (ethyl 2-oxo-2,3-dihydro-3-benzo[b]thiophene-carboxylate), NC1=CC=CC=C1 (aniline). Solvent: C=1(C(=CC=CC1)C)C (xylene). Yields the product C1(=CC=CC=C1)NC(=O)C1C2=C(SC1=O)C=CC=C2 (N-phenyl-2-oxo-2,3-dihydro-3-benzo[b]thiophene-carboxamide). Reaction SMILES: [O:1]=[C:2]1[S:6][C:5]2[CH:7]=[CH:8][CH:9]=[CH:10][C:4]=2[CH:3]1[C:11]([O:13]CC)=O.[NH2:16][C:17]1[CH:22]=[CH:21][CH:20]=[CH:19][CH:18]=1>C1(C)C(C)=CC=CC=1>[C:17]1([NH:16][C:11]([CH:3]2[C:2](=[O:1])[S:6][C:5]3[CH:7]=[CH:8][CH:9]=[CH:10][C:4]2=3)=[O:13])[CH:22]=[CH:21][CH:20]=[CH:19][CH:18]=1. Procedure details: 470 mg (2.11 mmols) of ethyl 2-oxo-2,3-dihydro-3-benzo[b]thiophene-carboxylate and 206 mg (2.22 mmols) of aniline in 3 ml of xylene are boiled under reflux for 5 hours. After cooling, the product is precipitated by adding hexane (3 ml). After further dilution with 5 ml of ether and stirring, crystalline N-phenyl-2-oxo-2,3-dihydro-3-benzo[b]thiophene-carboxamide with a melting point of 140°-142° is obtained and filtered off. Starting materials: C(C1=CC=CC=C1)NC1=NC=NC2=C1N=C(N=C2N2CCS(CC2)(=O)=O)Cl (8-benzylamino-2-chloro-4-(1,1-dioxido-thiomorpholino)-pyrimido-[5,4-d]-pyrimidine), N1CCNCC1 (piperazine). Yields the product C(C1=CC=CC=C1)NC1=NC=NC2=C1N=C(N=C2N2CCS(CC2)(=O)=O)N2CCNCC2 (8-Benzylamino-4-(1,1-dioxido-thiomorpholino)-2-piperazino-pyrimido-[5,4-d]-pyrimidine). RXN SMILES: [CH2:1]([NH:8][C:9]1[C:14]2[N:15]=[C:16](Cl)[N:17]=[C:18]([N:19]3[CH2:24][CH2:23][S:22](=[O:26])(=[O:25])[CH2:21][CH2:20]3)[C:13]=2[N:12]=[CH:11][N:10]=1)[C:2]1[CH:7]=[CH:6][CH:5]=[CH:4][CH:3]=1.[NH:28]1[CH2:33][CH2:32][NH:31][CH2:30][CH2:29]1>>[CH2:1]([NH:8][C:9]1[C:14]2[N:15]=[C:16]([N:28]3[CH2:33][CH2:32][NH:31][CH2:30][CH2:29]3)[N:17]=[C:18]([N:19]3[CH2:24][CH2:23][S:22](=[O:26])(=[O:25])[CH2:21][CH2:20]3)[C:13]=2[N:12]=[CH:11][N:10]=1)[C:2]1[CH:7]=[CH:6][CH:5]=[CH:4][CH:3]=1. Reported procedure: This compound was prepared analogous to Example 118 from 8-benzylamino-2-chloro-4-(1,1-dioxido-thiomorpholino)-pyrimido-[5,4-d]-pyrimidine (m.p.: 213°-215° C.) and piperazine. Reactants: C(C)(=S)C1=CC2=C(OC(C3C2O3)(C)C)C=C1 (6-thioacetyl-3,4-dihydro-2,2-dimethyl-3,4-epoxy-2H-benzo[b]pyran), N1C(CCC1)=O (2-pyrrolidone), [H-].[Na+] (sodium hydride). Run in CS(=O)C (dimethylsulphoxide). Yields the product C(C)(=S)C1=CC2=C(OC([C@H]([C@@H]2N2C(CCC2)=O)O)(C)C)C=C1 (6-Thioacetyl-3,4-dihydro-2,2-dimethyl-trans-4-(2-oxo-1-pyrrolidinyl)-2H-benzo[b]pyran-3-ol). As a reaction SMILES: [C:1]([C:4]1[CH:16]=[CH:15][C:7]2[O:8][C:9]([CH3:14])([CH3:13])[CH:10]3[O:12][CH:11]3[C:6]=2[CH:5]=1)(=[S:3])[CH3:2].[NH:17]1[CH2:21][CH2:20][CH2:19][C:18]1=[O:22].[H-].[Na+]>CS(C)=O>[C:1]([C:4]1[CH:16]=[CH:15][C:7]2[O:8][C:9]([CH3:14])([CH3:13])[C@@H:10]([OH:12])[C@H:11]([N:17]3[CH2:21][CH2:20][CH2:19][C:18]3=[O:22])[C:6]=2[CH:5]=1)(=[S:3])[CH3:2] |f:2.3|. Procedure details: The title compound is prepared by reaction between 6-thioacetyl-3,4-dihydro-2,2-dimethyl-3,4-epoxy-2H-benzo[b]pyran and 2-pyrrolidone in dimethylsulphoxide in the presence of sodium hydride.